From a dataset of the Open Reaction Database (ORD), a public repository of structured organic reaction records. describe an organic reaction: reactants, conditions, products, and yield Reaction SMILES: [CH3:1][O:2][C:3](=[O:26])[CH2:4][C:5]1[C:14]([CH3:15])=[C:13](B2OC(C)(C)C(C)(C)O2)[C:12]2[C:7](=[CH:8][CH:9]=[C:10]([Cl:25])[CH:11]=2)[CH:6]=1.Br[C:28]1[CH:33]=[CH:32][C:31]([S:34][C:35]2[CH:40]=[C:39]([C:41]([F:44])([F:43])[F:42])[CH:38]=[C:37]([C:45]([F:48])([F:47])[F:46])[CH:36]=2)=[CH:30][CH:29]=1.C(=O)(O)[O-].[Na+].O>C(COC)OC.C1C=CC([P]([Pd]([P](C2C=CC=CC=2)(C2C=CC=CC=2)C2C=CC=CC=2)([P](C2C=CC=CC=2)(C2C=CC=CC=2)C2C=CC=CC=2)[P](C2C=CC=CC=2)(C2C=CC=CC=2)C2C=CC=CC=2)(C2C=CC=CC=2)C2C=CC=CC=2)=CC=1>[CH3:1][O:2][C:3](=[O:26])[CH2:4][C:5]1[C:14]([CH3:15])=[C:13]([C:28]2[CH:29]=[CH:30][C:31]([S:34][C:35]3[CH:36]=[C:37]([C:45]([F:47])([F:46])[F:48])[CH:38]=[C:39]([C:41]([F:44])([F:42])[F:43])[CH:40]=3)=[CH:32][CH:33]=2)[C:8]2[C:7](=[CH:12][CH:11]=[C:10]([Cl:25])[CH:9]=2)[CH:6]=1 |f:2.3,^1:64,66,85,104|. Yield: 27.5%. Starting materials: O (Water), COC(CC1=CC2=CC=C(C=C2C(=C1C)B1OC(C(O1)(C)C)(C)C)Cl)=O ([6-chloro-3-methyl-4-(4,4,5,5-tetra methyl-[1,3,2]-dioxaborolan-2-yl)-naphthalen-2-yl]-acetic acid methyl ester), BrC1=CC=C(C=C1)SC1=CC(=CC(=C1)C(F)(F)F)C(F)(F)F (1-(4-bromo-phenylsulfanyl)-3,5-bis-trifluoromethyl-benzene), C([O-])(O)=O.[Na+] (sodium bicarbonate). Yields the product COC(CC1=CC2=CC=C(C=C2C(=C1C)C1=CC=C(C=C1)SC1=CC(=CC(=C1)C(F)(F)F)C(F)(F)F)Cl)=O ({4-[4-(3,5-bis-trifluoromethyl-phenylsulfanyl)-phenyl]-6-chloro-3-methyl-naphthalen-2-yl}-acetic acid methyl ester). The reagents and catalysts are C=1C=CC(=CC1)[P](C=2C=CC=CC2)(C=3C=CC=CC3)[Pd]([P](C=4C=CC=CC4)(C=5C=CC=CC5)C=6C=CC=CC6)([P](C=7C=CC=CC7)(C=8C=CC=CC8)C=9C=CC=CC9)[P](C=1C=CC=CC1)(C=1C=CC=CC1)C=1C=CC=CC1 (Tetrakis(triphenylphosphine)palladium(0)). Procedure: A stirred solution of [6-chloro-3-methyl-4-(4,4,5,5-tetra methyl-[1,3,2]-dioxaborolan-2-yl)-naphthalen-2-yl]-acetic acid methyl ester (0.2 g, 0.53 mmol) in dimethoxyethane (5 mL) was purged with argon for 5 minutes at room temperature. Tetrakis(triphenylphosphine)palladium(0) (0.031 g, 0.027 mmol), crude 1-(4-bromo-phenylsulfanyl)-3,5-bis-trifluoromethyl-benzene (0.334 g) and 1.0 M aqueous sodium bicarbonate (5 mL, 5 mmol) were added simultaneously to the reaction mixture under argon. The reacti... Solvent: C(OC)COC (dimethoxyethane).